This data is from the Open Reaction Database (ORD), a public repository of structured organic reaction records. The task is: describe an organic reaction: reactants, conditions, products, and yield Procedure details: To a solution of 3.13 g (10 mmoles) of 2-[3-chloro-4-(4-chloropyrazol-1-yl)phenyl]propionic acid ethyl ester in 20 ml of dimethyl formamide there are added dropwise, at room temperature, 15 ml of hydrazine hydrate. Stirring is continued for a further 2 hours at room temperature, followed by pouring on to ice, extraction with methylene chloride, drying of the organic phase and concentration. 2-[3-chloro-4-(4-chloropyrazol-1-yl)phenyl]propionic hydrazide is obtained. Reactants: O.NN (hydrazine hydrate), C(C)OC(C(C)C1=CC(=C(C=C1)N1N=CC(=C1)Cl)Cl)=O (2-[3-chloro-4-(4-chloropyrazol-1-yl)phenyl]propionic acid ethyl ester), C(Cl)Cl (methylene chloride). Yields the product ClC=1C=C(C=CC1N1N=CC(=C1)Cl)C(C(=O)NN)C (2-[3-chloro-4-(4-chloropyrazol-1-yl)phenyl]propionic hydrazide). Reaction conditions: time 2 hour. Reaction SMILES: C([O:3][C:4](=O)[CH:5]([C:7]1[CH:12]=[CH:11][C:10]([N:13]2[CH:17]=[C:16]([Cl:18])[CH:15]=[N:14]2)=[C:9]([Cl:19])[CH:8]=1)[CH3:6])C.O.[NH2:22][NH2:23].C(Cl)Cl>CN(C)C=O>[Cl:19][C:9]1[CH:8]=[C:7]([CH:5]([CH3:6])[C:4]([NH:22][NH2:23])=[O:3])[CH:12]=[CH:11][C:10]=1[N:13]1[CH:17]=[C:16]([Cl:18])[CH:15]=[N:14]1 |f:1.2|. Solvent: CN(C=O)C (dimethyl formamide). The reactants are C(C1=CC=CC=C1)OC(=O)[C@H]1[C@@H](CCC1)C(N(C1CCN(CC1)C1=CC=C(C=C1)NC(=O)C=1N=C(OC1C(F)(F)F)C1=CC=CC=C1)C)=O (Trans-2-[methyl-(1-{4-[(2-phenyl-5-trifluoromethyl-oxazole-4-carbonyl)-amino]-phenyl}-piperidin-4-yl)-carbamoyl]-cyclopentanecarboxylic acid benzyl ester), [OH-].[Li+] (lithium hydroxide), F3. The solvent is CO (methanol), O (water). The product is CN(C(=O)[C@H]1[C@@H](CCC1)C(=O)O)C1CCN(CC1)C1=CC=C(C=C1)NC(=O)C=1N=C(OC1C(F)(F)F)C1=CC=CC=C1 (trans-2-[methyl-(1-{4-[(2-phenyl-5-trifluoromethyl-oxazole-4-carbonyl)-amino]-phenyl}-piperidin-4-yl)-carbamoyl]-cyclopentanecarboxylic acid). RXN SMILES: C([O:8][C:9]([C@@H:11]1[CH2:15][CH2:14][CH2:13][C@H:12]1[C:16](=[O:49])[N:17]([CH3:48])[CH:18]1[CH2:23][CH2:22][N:21]([C:24]2[CH:29]=[CH:28][C:27]([NH:30][C:31]([C:33]3[N:34]=[C:35]([C:42]4[CH:47]=[CH:46][CH:45]=[CH:44][CH:43]=4)[O:36][C:37]=3[C:38]([F:41])([F:40])[F:39])=[O:32])=[CH:26][CH:25]=2)[CH2:20][CH2:19]1)=[O:10])C1C=CC=CC=1.[OH-].[Li+]>CO.O>[CH3:48][N:17]([CH:18]1[CH2:23][CH2:22][N:21]([C:24]2[CH:29]=[CH:28][C:27]([NH:30][C:31]([C:33]3[N:34]=[C:35]([C:42]4[CH:47]=[CH:46][CH:45]=[CH:44][CH:43]=4)[O:36][C:37]=3[C:38]([F:39])([F:40])[F:41])=[O:32])=[CH:26][CH:25]=2)[CH2:20][CH2:19]1)[C:16]([C@@H:12]1[CH2:13][CH2:14][CH2:15][C@H:11]1[C:9]([OH:10])=[O:8])=[O:49] |f:1.2|. Procedure: Trans-2-[methyl-(1-{4-[(2-phenyl-5-trifluoromethyl-oxazole-4-carbonyl)-amino]-phenyl}-piperidin-4-yl)-carbamoyl]-cyclopentanecarboxylic acid benzyl ester was hydrolyzed with lithium hydroxide in methanol and water. The resulted crude mixture was concentrated and the residue was dissolved in ethyl acetate and water with citric acid as acidifying agent. The organic layer then was concentrated and purified by reverse phase HPLC. The mixture of isomers was obtained as a yellow solid. LCMS calcd for ... Starting materials: Cc1ccccc1, Cl, CC(OS(C)(=O)=O)C1(c2ccc(F)cc2F)CO1, [Na+], CN(C)C=O, [OH-], c1nc[nH]n1. The product is CC1OC1(Cn1cncn1)c1ccc(F)cc1F. Reaction SMILES: [CH3:32][c:33]1[cH:34][cH:35][cH:36][cH:37][cH:38]1.[ClH:26].[F:1][c:2]1[c:3]([C:9]2([CH:10]([CH3:11])[O:13][S:14]([CH3:15])(=[O:16])=[O:18])[O:12][CH2:17]2)[cH:4][cH:5][c:6]([F:8])[cH:7]1.[Na+:25].[O:27]=[CH:28][N:29]([CH3:30])[CH3:31].[OH-:24].[nH:19]1[n:20][cH:21][n:22][cH:23]1>>[F:1][c:2]1[c:3]([C:9]2([CH2:17][n:19]3[n:20][cH:21][n:22][cH:23]3)[CH:10]([CH3:11])[O:24]2)[cH:4][cH:5][c:6]([F:8])[cH:7]1. Starting materials: CCCC(Br)C(=O)OCC, O=C([O-])[O-], CC#N, [Cs+], [Cs+], N#Cc1cccc(O)c1. The product is CCCC(Oc1cccc(C#N)c1)C(=O)OCC. As a reaction SMILES: [Br:10][CH:11]([C:12](=[O:13])[O:14][CH2:15][CH3:16])[CH2:17][CH2:18][CH3:19].[C:20](=[O:21])([O-:22])[O-:23].[CH3:26][C:27]#[N:28].[Cs+:24].[Cs+:25].[OH:1][c:2]1[cH:3][c:4]([C:5]#[N:6])[cH:7][cH:8][cH:9]1>>[O:1]([c:2]1[cH:3][c:4]([C:5]#[N:6])[cH:7][cH:8][cH:9]1)[CH:11]([C:12](=[O:13])[O:14][CH2:15][CH3:16])[CH2:17][CH2:18][CH3:19]. Reactants: C(=O)(OC(C)(C)C)N[C@@H](CC1=CC=CC=C1)C(=O)C1C2(CC3CC(CC1C3)C2)N (Boc-L-phenylalanyl-1-aminoadamantane), ClCCl (dichloromethane). The solvent is FC(C(=O)O)(F)F (trifluoroacetic acid). Conditions: time 45 minute. Product: N[C@@H](CC1=CC=CC=C1)C(=O)C1C2(CC3CC(CC1C3)C2)N (L-phenylalanyl-1-aminoadamantane). RXN SMILES: C([NH:8][C@H:9]([C:17]([CH:19]1[CH:26]2[CH2:27][CH:22]3[CH2:23][CH:24]([CH2:28][C:20]1([NH2:29])[CH2:21]3)[CH2:25]2)=[O:18])[CH2:10][C:11]1[CH:16]=[CH:15][CH:14]=[CH:13][CH:12]=1)(OC(C)(C)C)=O.ClCCl>FC(F)(F)C(O)=O>[NH2:8][C@H:9]([C:17]([CH:19]1[CH:26]2[CH2:27][CH:22]3[CH2:23][CH:24]([CH2:28][C:20]1([NH2:29])[CH2:21]3)[CH2:25]2)=[O:18])[CH2:10][C:11]1[CH:12]=[CH:13][CH:14]=[CH:15][CH:16]=1. Procedure details: Under a nitrogen atmosphere a solution of 9.5 g of Boc-L-phenylalanyl-1-aminoadamantane in 25 ml of cold, dry dichloromethane is diluted with 25 ml of trifluoroacetic acid. The reaction is allowed to proceed for 45 minutes then the solution is concentrated and 50 ml of methylene chloride is added. The solution is washed with 25 ml portions of ice cold water, 2 M potassium carbonate solution, and saturated sodium chloride solution then dried over sodium sulfate, filtered and concentrated under re... Reactants: [H-].[Al+3].[Li+].[H-].[H-].[H-] (lithium aluminum hydride), CN(C(C1=CC(=C(C=C1)[N+](=O)[O-])NCC(C)C)=O)OC (N-[methyl]-N-[methoxy]-3-(isobutylamino)-4-nitrobenzamide). Run in O1CCCC1 (tetrahydrofuran). Conditions: temperature -30 celsius, time 30 minute. Yields the product C(C(C)C)NC=1C=C(C=O)C=CC1[N+](=O)[O-] (3-(Isobutylamino)-4-nitrobenzaldehyde). Yield: 70.0%. Reaction SMILES: [H-].[Al+3].[Li+].[H-].[H-].[H-].CN(OC)[C:9](=[O:24])[C:10]1[CH:15]=[CH:14][C:13]([N+:16]([O-:18])=[O:17])=[C:12]([NH:19][CH2:20][CH:21]([CH3:23])[CH3:22])[CH:11]=1>O1CCCC1>[CH2:20]([NH:19][C:12]1[CH:11]=[C:10]([CH:15]=[CH:14][C:13]=1[N+:16]([O-:18])=[O:17])[CH:9]=[O:24])[CH:21]([CH3:23])[CH3:22] |f:0.1.2.3.4.5|. Procedure: Add lithium aluminum hydride (4.4 mL, 1 M in tetrahydrofuran) dropwise to a solution of N-[methyl]-N-[methoxy]-3-(isobutylamino)-4-nitrobenzamide (1.18 g, 4.2 mmol) in 20 mL of dry tetrahydrofuran at −78° C. Warm the mixture to −30° C. over 2 hours, and then to 0° C. over 30 minutes. Cool to −70° C. and carefully quench with 30 mL 5% aqueous potassium hydrogensulfate, warm to 0° C., and dilute with ethyl acetate. Separate the phases, dry the organic phase over magnesium sulfate and concentrate u... The reactants are Cn1nc(-c2ccc(Cl)cc2Cl)cc1OC(F)F, O=[N+]([O-])O, O=S(=O)(O)O. Yields the product Cn1nc(-c2cc([N+](=O)[O-])c(Cl)cc2Cl)cc1OC(F)F. RXN SMILES: [Cl:1][c:2]1[cH:3][c:4]([Cl:18])[c:5](-[c:8]2[n:9][n:10]([CH3:17])[c:11]([O:13][CH:14]([F:15])[F:16])[cH:12]2)[cH:6][cH:7]1.[OH:19][N+:20]([O-:21])=[O:22].[S:23](=[O:24])(=[O:25])([OH:26])[OH:27]>>[Cl:1][c:2]1[cH:3][c:4]([Cl:18])[c:5](-[c:8]2[n:9][n:10]([CH3:17])[c:11]([O:13][CH:14]([F:15])[F:16])[cH:12]2)[cH:6][c:7]1[N+:20](=[O:19])[O-:21]. The reactants are NCC=1C(NC(=CC1CCC)C)=O (3-(aminomethyl)-6-methyl-4-propyl-2(1H)-pyridinone), NCC=1C(NC(=CC1CCC)C)=O (3-(aminomethyl)-6-methyl-4-propyl-2(1H)-pyridinone), C1(=CC=CC=C1)/C=C/C(C)=O ((3E)-4-phenyl-3-buten-2-one). The product is NCC=1C(NC(=CC1C1=CC=CC=C1)C)=O (3-(Aminomethyl)-6-methyl-4-phenyl-2(1H)-pyridinone). Reaction SMILES: [NH2:1][CH2:2][C:3]1[C:4](=[O:13])[NH:5][C:6]([CH3:12])=[CH:7][C:8]=1[CH2:9][CH2:10][CH3:11].[C:14]1(/C=C/C(=O)C)[CH:19]=CC=C[CH:15]=1>>[NH2:1][CH2:2][C:3]1[C:4](=[O:13])[NH:5][C:6]([CH3:12])=[CH:7][C:8]=1[C:9]1[CH:19]=[CH:14][CH:15]=[CH:11][CH:10]=1. Reported procedure: The title compound was prepared in the same manner as described for 3-(aminomethyl)-6-methyl-4-propyl-2(1H)-pyridinone (Intermediate 5) using (3E)-4-phenyl-3-buten-2-one (20 g, 137 mmol). LCMS E-S (M+H)=215.0. 1H NMR (400 MHz, DMSO-d6) δ ppm 12.2-12.3 (br s, 1H), 7.88-8.00 (br s, 3H), 7.43-7.51 (m, 3H), 7.29-7.38 (m, 2H), 6.08 (s, 1H), 3.67-3.70 (m, 2H), 2.23 (s, 3H). Reactants: BrCC(=O)OC(C)(C)C (tert-Butyl bromoacetate), CN(CCO)C (N,N-Dimethylethanolamine), ice, [H-].[Na+] (sodium hydride). Solvent: O1CCCC1 (tetrahydrofuran). Reaction conditions: time 30 minute. The product is CN(CCOCC(=O)OC(C)(C)C)C (tert-Butyl [2-(dimethylamino)ethoxy]acetate). Reaction SMILES: [CH3:1][N:2]([CH3:6])[CH2:3][CH2:4][OH:5].[H-].[Na+].Br[CH2:10][C:11]([O:13][C:14]([CH3:17])([CH3:16])[CH3:15])=[O:12]>O1CCCC1>[CH3:1][N:2]([CH3:6])[CH2:3][CH2:4][O:5][CH2:10][C:11]([O:13][C:14]([CH3:17])([CH3:16])[CH3:15])=[O:12] |f:1.2|. Procedure details: N,N-Dimethylethanolamine (5.02 ml, 50 mmol) was added dropwise over 5 minutes to an ice-cooled suspension of sodium hydride (2.2 g, 60% dispersion in mineral oil, 55 mmol) in tetrahydrofuran (100 ml), and the solution was stirred for 30 minutes. tert-Butyl bromoacetate (7.38 ml, 50 mmol) was added dropwise over 5 minutes, then the mixture was allowed to warm to room temperature and stirred for a further 18 hours. The mixture was pre-adsorbed onto silica gel, and purified by column chromatography...